This data is from the Open Reaction Database (ORD), a public repository of structured organic reaction records. The task is: describe an organic reaction: reactants, conditions, products, and yield The reactants are N(=C=O)C1=CC=C(C=C1)OC(F)(F)F (1-isocyanato-4-(trifluoromethoxy)benzene), N1=CC=CC=C1 (Pyridine), NC=1C=C(C=CC1F)N(C1=CC=C2C(=N1)SC(=N2)NC(=O)C2CC2)C (N-{5-[(3-Amino-4-fluorophenyl)(methyl)amino][1,3]thiazolo[5,4-b]pyridin-2-yl}cyclopropanecarboxamide), N(=C=O)C1=CC=C(C=C1)OC(F)(F)F (1-Isocyanato-4-(trifluoromethoxy)benzene). The solvent is CN(C=O)C (N,N-dimethylformamide), C(C)(=O)OCC (ethyl acetate). Conditions: time 12 hour. Product: FC1=C(C=C(C=C1)N(C1=CC=C2C(=N1)SC(=N2)NC(=O)C2CC2)C)NC(NC2=CC=C(C=C2)OC(F)(F)F)=O (N-(5-{[4-fluoro-3-({[4-(trifluoromethoxy)phenyl]carbamoyl}amino)phenyl](methyl)amino}[1,3]thiazolo[5,4-b]pyridin-2-yl)cyclopropanecarboxamide). The yield is 36.2%. As a reaction SMILES: [NH2:1][C:2]1[CH:3]=[C:4]([N:9]([CH3:25])[C:10]2[N:15]=[C:14]3[S:16][C:17]([NH:19][C:20]([CH:22]4[CH2:24][CH2:23]4)=[O:21])=[N:18][C:13]3=[CH:12][CH:11]=2)[CH:5]=[CH:6][C:7]=1[F:8].[N:26]([C:29]1[CH:34]=[CH:33][C:32]([O:35][C:36]([F:39])([F:38])[F:37])=[CH:31][CH:30]=1)=[C:27]=[O:28].N1C=CC=CC=1>CN(C)C=O.C(OCC)(=O)C>[F:8][C:7]1[CH:6]=[CH:5][C:4]([N:9]([CH3:25])[C:10]2[N:15]=[C:14]3[S:16][C:17]([NH:19][C:20]([CH:22]4[CH2:23][CH2:24]4)=[O:21])=[N:18][C:13]3=[CH:12][CH:11]=2)=[CH:3][C:2]=1[NH:1][C:27](=[O:28])[NH:26][C:29]1[CH:34]=[CH:33][C:32]([O:35][C:36]([F:37])([F:39])[F:38])=[CH:31][CH:30]=1. Reported procedure: N-{5-[(3-Amino-4-fluorophenyl)(methyl)amino][1,3]thiazolo[5,4-b]pyridin-2-yl}cyclopropanecarboxamide (120 mg, 0.34 mmol) produced in Example 1(x) was dissolved in N,N-dimethylformamide (1.5 mL), 1-isocyanato-4-(trifluoromethoxy)benzene (70 μl, 0.46 mmol) was added, and the mixture was stirred at room temperature for 12 hr. 1-Isocyanato-4-(trifluoromethoxy)benzene (70 μL, 0.46 mmol) was further added to the reaction mixture, and the mixture was further stirred at 70° C. for 3 hr. Pyridine (1.5 mL...